Dataset: the Open Reaction Database (ORD), a public repository of structured organic reaction records. Task: describe an organic reaction: reactants, conditions, products, and yield Starting materials: CCCCCCN(CCOS(=O)(=O)c1ccc(C)cc1)S(=O)(=O)c1cccc2cnccc12, CCO, N. The product is CCCCCCN(CCN)S(=O)(=O)c1cccc2cnccc12. As a reaction SMILES: [CH2:1]([CH2:2][CH2:3][CH2:4][CH2:5][CH3:6])[N:7]([S:8](=[O:9])(=[O:10])[c:11]1[c:12]2[cH:13][cH:14][n:15][cH:16][c:17]2[cH:18][cH:19][cH:20]1)[CH2:21][CH2:22][O:23][S:24]([c:25]1[cH:26][cH:27][c:28]([CH3:29])[cH:30][cH:31]1)(=[O:32])=[O:33].[CH3:35][CH2:36][OH:37].[NH3:34]>>[CH2:1]([CH2:2][CH2:3][CH2:4][CH2:5][CH3:6])[N:7]([S:8](=[O:9])(=[O:10])[c:11]1[c:12]2[cH:13][cH:14][n:15][cH:16][c:17]2[cH:18][cH:19][cH:20]1)[CH2:21][CH2:22][NH2:34]. Starting materials: COC(=O)OCC=Cc1ccccc1, COC(=O)CC(=O)OC, C1CCOC1, ClC(Cl)Cl, [H-], [Na+], O. The product is C=CC(c1ccccc1)C(C(=O)OC)C(=O)OC. RXN SMILES: [C:12](=[O:13])([O:14][CH2:16][CH:17]=[CH:18][c:19]1[cH:20][cH:21][cH:22][cH:23][cH:24]1)[O:15][CH3:25].[C:1]([CH2:2][C:3](=[O:4])[O:5][CH3:6])(=[O:7])[O:8][CH3:9].[CH2:27]1[O:28][CH2:29][CH2:30][CH2:31]1.[Cl:32][CH:33]([Cl:34])[Cl:35].[H-:10].[Na+:11].[OH2:26]>>[C:1]([CH:2]([C:3](=[O:4])[O:5][CH3:6])[CH:18]([CH:17]=[CH2:16])[c:19]1[cH:20][cH:21][cH:22][cH:23][cH:24]1)(=[O:7])[O:8][CH3:9]. The reactants are FC(F)=C(F)Br, CC(C)C(Br)c1ccc(Cl)cc1, C=C(C)C1CC=C(C)CC1, CN(C)C=O, [Cl-], [Cu]Br, N, [NH4+], [Zn]. Product: CC(C)C(C(F)=C(F)F)c1ccc(Cl)cc1. Reaction SMILES: [Br:1][C:2](=[C:3]([F:4])[F:5])[F:6].[Br:7][CH:8]([CH:9]([CH3:10])[CH3:11])[c:12]1[cH:13][cH:14][c:15]([Cl:18])[cH:16][cH:17]1.[CH3:19][C:20]([CH:21]1[CH2:22][CH:23]=[C:24]([CH3:25])[CH2:26][CH2:27]1)=[CH2:28].[CH3:29][N:30]([CH3:31])[CH:32]=[O:33].[Cl-:34].[Cu:38][Br:39].[NH3:36].[NH4+:35].[Zn:37]>>[C:2](=[C:3]([F:4])[F:5])([F:6])[CH:8]([CH:9]([CH3:10])[CH3:11])[c:12]1[cH:13][cH:14][c:15]([Cl:18])[cH:16][cH:17]1. The reactants are C(C)(C)(C)C=1C=CC(=C(C1)NC(=O)OCC(Cl)(Cl)Cl)C (5-t-butyl-2-methyl-1-(2,2,2-trichloroethoxycarbonyl)aminobenzene), NC1=CC=C(C2=CC=CC=C12)C=1C=NC(=CC1)CN1CCOCC1 (1-amino-4-[6-(morpholin-4-ylmethyl)pyridin-3-yl]naphthalene), C(C)(C)N(CC)C(C)C (diisopropylethylamine), CS(=O)C (DMSO). The solvent is C(C)(=O)OCC (ethyl acetate). Conditions: time 1.5 hour. The product is C(C)(C)(C)C=1C=CC(=C(C1)NC(=O)NC1=CC=C(C2=CC=CC=C12)C=1C=NC(=CC1)CN1CCOCC1)C (1-(5-tert-Butyl-2-methyphenyl)-3-[4-(6-morpholin-4-ylmethyl-pyridin-3-yl)-naphthalen-1-yl]urea). Reaction SMILES: [C:1]([C:5]1[CH:6]=[CH:7][C:8]([CH3:20])=[C:9]([NH:11][C:12]([O:14]CC(Cl)(Cl)Cl)=O)[CH:10]=1)([CH3:4])([CH3:3])[CH3:2].[NH2:21][C:22]1[C:31]2[C:26](=[CH:27][CH:28]=[CH:29][CH:30]=2)[C:25]([C:32]2[CH:33]=[N:34][C:35]([CH2:38][N:39]3[CH2:44][CH2:43][O:42][CH2:41][CH2:40]3)=[CH:36][CH:37]=2)=[CH:24][CH:23]=1.C(N(C(C)C)CC)(C)C.CS(C)=O>C(OCC)(=O)C>[C:1]([C:5]1[CH:6]=[CH:7][C:8]([CH3:20])=[C:9]([NH:11][C:12]([NH:21][C:22]2[C:31]3[C:26](=[CH:27][CH:28]=[CH:29][CH:30]=3)[C:25]([C:32]3[CH:33]=[N:34][C:35]([CH2:38][N:39]4[CH2:40][CH2:41][O:42][CH2:43][CH2:44]4)=[CH:36][CH:37]=3)=[CH:24][CH:23]=2)=[O:14])[CH:10]=1)([CH3:2])([CH3:3])[CH3:4]. Procedure details: A solution of 5-t-butyl-2-methyl-1-(2,2,2-trichloroethoxycarbonyl)aminobenzene (26 mmol), 1-amino-4-[6-(morpholin-4-ylmethyl)pyridin-3-yl]naphthalene (26 mmol), diisopropylethylamine (3.2 g, 25 mmol) and DMSO (75 mL) is heated to 55-60° C. and held for 1.5 h. To this solution, ethyl acetate (100 mL) is added. The organic layer is washed with brine (4×50 mL), and dried over MgSO4. The solvent is removed under reduced pressure, and residue is crystallized from a suitable solvent such as acetonitri... Reactants: COC=1C=C2C(=CC=NC2=CC1OC)OC1=CC=C(N)C=C1 (4-[(6,7-Dimethoxy-4-quinolyl)oxy]aniline), ClC(Cl)(OC(OC(Cl)(Cl)Cl)=O)Cl (triphosgene), C([O-])(O)=O.[Na+] (sodium bicarbonate), ClC1=C(C=CC=C1)CO ((2-chlorophenyl)methanol). The solvent is C(C)N(CC)CC (triethylamine), C1(=CC=CC=C1)C (toluene), C(Cl)Cl (methylene chloride). The product is COC=1C=C2C(=CC=NC2=CC1OC)OC1=CC=C(C=C1)NC(OCC1=C(C=CC=C1)Cl)=O (2-Chlorobenzyl N-{4-[(6,7-dimethoxy-4-quinolyl)oxy]phenyl}carbamate). The yield is 97.5%. As a reaction SMILES: [CH3:1][O:2][C:3]1[CH:4]=[C:5]2[C:10](=[CH:11][C:12]=1[O:13][CH3:14])[N:9]=[CH:8][CH:7]=[C:6]2[O:15][C:16]1[CH:22]=[CH:21][C:19]([NH2:20])=[CH:18][CH:17]=1.ClC(Cl)(O[C:27](=[O:33])[O:28][C:29](Cl)(Cl)Cl)Cl.[Cl:35][C:36]1[CH:41]=[CH:40][CH:39]=[CH:38][C:37]=1CO.C(=O)(O)[O-].[Na+]>C(Cl)Cl.C(N(CC)CC)C.C1(C)C=CC=CC=1>[CH3:1][O:2][C:3]1[CH:4]=[C:5]2[C:10](=[CH:11][C:12]=1[O:13][CH3:14])[N:9]=[CH:8][CH:7]=[C:6]2[O:15][C:16]1[CH:22]=[CH:21][C:19]([NH:20][C:27](=[O:33])[O:28][CH2:29][C:37]2[CH:38]=[CH:39][CH:40]=[CH:41][C:36]=2[Cl:35])=[CH:18][CH:17]=1 |f:3.4|. Reported procedure: 4-[(6,7-Dimethoxy-4-quinolyl)oxy]aniline (100 mg) was added to toluene (10 ml) and triethylamine (1 ml), and the mixture was heated under reflux to prepare a solution. A solution of triphosgene (151 mg) in methylene chloride was then added thereto, and the mixture was heated under reflux for 10 min. Next, (2-chlorophenyl)methanol (73 mg) was added thereto, and the mixture was further stirred with heating under reflux for 3 hr. A saturated aqueous sodium bicarbonate solution was added to stop the...